From a dataset of the Open Reaction Database (ORD), a public repository of structured organic reaction records. describe an organic reaction: reactants, conditions, products, and yield Starting materials: C(\C=C/C(=O)O)(=O)NN (maleic hydrazide), C(=O)(OC)C1=C(C(=O)O)C=CC=C1 (2-carbomethoxybenzoic acid), O=S(Cl)Cl (SOCl2), N1=CC=CC=C1 (pyridine). The solvent is C(Cl)(Cl)Cl (chloroform), C(OC)COC (dimethoxyethane). Product: C(=O)(OC)C1=C(C(=O)N2N=C(C=CC2=O)O)C=CC=C1 (1-(2-CARBOMETHOXYBENZOYL)-3-HYDROXY-6(1H)-PYRIDAZINONE). RXN SMILES: [C:1]([C:5]1[CH:13]=[CH:12][CH:11]=[CH:10][C:6]=1[C:7]([OH:9])=O)([O:3][CH3:4])=[O:2].O=S(Cl)Cl.N1C=CC=CC=1.[C:24]([NH:31][NH2:32])(=[O:30])/[CH:25]=[CH:26]\[C:27]([OH:29])=O>C(COC)OC.C(Cl)(Cl)Cl>[C:1]([C:5]1[CH:13]=[CH:12][CH:11]=[CH:10][C:6]=1[C:7]([N:31]1[C:24](=[O:30])[CH:25]=[CH:26][C:27]([OH:29])=[N:32]1)=[O:9])([O:3][CH3:4])=[O:2]. Procedure: Into a 100 ml round-bottomed flask fitted with a stirrer and reflux condenser there was charged 10.8 g (0.06 mole) of 2-carbomethoxybenzoic acid and 50 ml of chloroform. There was then added 7.8 G (0.066 mole) of SOCl2, followed by refluxing for 2 hr. The chloroform was then removed by distillation, followed by addition of 50 ml. of dimethoxyethane, 4.7 g (0.06 mole) of pyridine and 6.7 g (0.06 mole) of maleic hydrazide. The mixture was allowed to stir over night. The resulting reaction mixture ... The reactants are C(C)OC(=O)C=1C(=NC2=CC=C(C=C2C1)Br)Cl (6-bromo-2-chloroquinoline-3-carboxylic acid ethyl ester), N[C@H](CC1=CC=CC=C1)C(=O)O (D-phenylalanine). The product is BrC=1C=C2C=C(C(=NC2=CC1)N[C@H](CC1=CC=CC=C1)C(=O)O)C(=O)O (6-Bromo-2-((R)-1-carboxy-2-phenyl-ethylamino)-quinoline-3-carboxylic acid). RXN SMILES: C([O:3][C:4]([C:6]1[C:7](Cl)=[N:8][C:9]2[C:14]([CH:15]=1)=[CH:13][C:12]([Br:16])=[CH:11][CH:10]=2)=[O:5])C.[NH2:18][C@@H:19]([C:27]([OH:29])=[O:28])[CH2:20][C:21]1[CH:26]=[CH:25][CH:24]=[CH:23][CH:22]=1>>[Br:16][C:12]1[CH:13]=[C:14]2[C:9](=[CH:10][CH:11]=1)[N:8]=[C:7]([NH:18][C@@H:19]([C:27]([OH:29])=[O:28])[CH2:20][C:21]1[CH:26]=[CH:25][CH:24]=[CH:23][CH:22]=1)[C:6]([C:4]([OH:3])=[O:5])=[CH:15]2. Procedure details: In close analogy to the procedure described in Example 32, 6-bromo-2-chloroquinoline-3-carboxylic acid ethyl ester is reacted with D-phenylalanine to provide the title compound in good yield. Starting materials: OCCN1C(C(NC(C1)=O)(C)C)=O (1-(2-hydroxyethyl)-3,3-dimethylpiperazine-2,5-dione), C(C)(C)(C)OCl (tert-Butylhypochlorite). Run in CO (methanol). Reaction conditions: time 35 minute. Product: ClN1C(C(N(CC1=O)CCO)=O)(C)C (4-chloro-1-(2-hydroxyethyl)-3,3-dimethylpiperazine-2,5-dione). Isolated yield 79.5%. As a reaction SMILES: [OH:1][CH2:2][CH2:3][N:4]1[CH2:9][C:8](=[O:10])[NH:7][C:6]([CH3:12])([CH3:11])[C:5]1=[O:13].C(O[Cl:19])(C)(C)C>CO>[Cl:19][N:7]1[C:8](=[O:10])[CH2:9][N:4]([CH2:3][CH2:2][OH:1])[C:5](=[O:13])[C:6]1([CH3:11])[CH3:12]. Reported procedure: A solution of 1-(2-hydroxyethyl)-3,3-dimethylpiperazine-2,5-dione (300 mg, 1.61 mmol) in methanol (3 ml) was cooled to 0° C. tert-Butylhypochlorite (272 ul, 2.4 mmol) was added. The resulting solution was stirred for 35 minutes, and then concentrated under reduced pressure. The crude material was purified by column chromatography, eluting the desired product from silica gel with a gradient of 1 to 10% methanol in dichloromethane to give the title compound as a white solid (284 mg, 1.28 mmol, 80%... Starting materials: C([O-])(O)=O.[Na+] (sodium bicarbonate), FC1=CC=C(C=O)C=C1 (4-fluoro-benzaldehyde), Cl.COC(=O)[C@H]1[C@H](CCCCC1)N (cis-2-Amino-cycloheptanecarboxylic acid methyl ester hydrochloride), C(C)(=O)[O-].[Na+] (Sodium acetate), C(#N)[BH3-].[Na+] (Sodium cyanoborohydride). Run in C(C)(=O)OCC (ethyl acetate), CO (methanol). Reaction conditions: temperature 25 celsius, time 16 hour. Yields the product crude product, COC(=O)[C@H]1[C@H](CCCCC1)NCC1=CC=C(C=C1)F (cis-2-(4-fluoro-benzylamino)-cycloheptanecarboxylic acid methyl ester). Isolated yield 51.8%. RXN SMILES: Cl.[CH3:2][O:3][C:4]([C@@H:6]1[CH2:12][CH2:11][CH2:10][CH2:9][CH2:8][C@@H:7]1[NH2:13])=[O:5].C([O-])(=O)C.[Na+].[F:19][C:20]1[CH:27]=[CH:26][C:23]([CH:24]=O)=[CH:22][CH:21]=1.C([BH3-])#N.[Na+].C(=O)(O)[O-].[Na+]>CO.C(OCC)(=O)C>[CH3:2][O:3][C:4]([C@@H:6]1[CH2:12][CH2:11][CH2:10][CH2:9][CH2:8][C@@H:7]1[NH:13][CH2:24][C:23]1[CH:26]=[CH:27][C:20]([F:19])=[CH:21][CH:22]=1)=[O:5] |f:0.1,2.3,5.6,7.8|. Procedure: cis-2-Amino-cycloheptanecarboxylic acid methyl ester hydrochloride (0.8 g, 3.86 mmol) was suspended in methanol (20 mL). Sodium acetate (0.63 g, 7.7 mmol) was added followed by 4 Å powdered molecular sieves (0.8 g) followed by 4-fluoro-benzaldehyde (0.48 g, 3.86 mmol). Sodium cyanoborohydride (0.48 g, 7.7 mmol) was added and the mixture stirred at 25° C. for 16 h. The mixture was poured into a 1:1 mixture of saturated aqueous sodium bicarbonate solution (200 mL) and ethyl acetate (200 mL). After... The reactants are CCCc1nc2c(C)cc(NC(=NC#N)N(C)C)cc2n1Cc1ccc(-c2ccccc2C(=O)OC)cc1, CCO, [Na+], [OH-]. The product is CCCc1nc2c(C)cc(NC(=NC#N)N(C)C)cc2n1Cc1ccc(-c2ccccc2C(=O)O)cc1. RXN SMILES: [CH2:1]([CH2:2][CH3:3])[c:4]1[n:5][c:6]2[c:7]([n:8]1[CH2:9][c:10]1[cH:11][cH:12][c:13](-[c:16]3[c:17]([C:22](=[O:23])[O:24][CH3:25])[cH:18][cH:19][cH:20][cH:21]3)[cH:14][cH:15]1)[cH:26][c:27]([NH:31][C:32](=[N:33][C:34]#[N:35])[N:36]([CH3:37])[CH3:38])[cH:28][c:29]2[CH3:30].[CH3:41][CH2:42][OH:43].[Na+:40].[OH-:39]>>[CH2:1]([CH2:2][CH3:3])[c:4]1[n:5][c:6]2[c:7]([n:8]1[CH2:9][c:10]1[cH:11][cH:12][c:13](-[c:16]3[c:17]([C:22](=[O:23])[OH:24])[cH:18][cH:19][cH:20][cH:21]3)[cH:14][cH:15]1)[cH:26][c:27]([NH:31][C:32](=[N:33][C:34]#[N:35])[N:36]([CH3:37])[CH3:38])[cH:28][c:29]2[CH3:30]. Reaction SMILES: [F:1][C:2]([F:7])([F:6])[C:3]([OH:5])=[O:4].[CH2:8]([O:10][C:11]([O:13][CH:14]([O:16][C:17](=[O:33])[CH2:18][CH:19]([CH2:24][NH:25]C(OC(C)(C)C)=O)[CH2:20][CH:21]([CH3:23])[CH3:22])[CH3:15])=[O:12])[CH3:9]>C(Cl)Cl>[OH:5][C:3]([C:2]([F:7])([F:6])[F:1])=[O:4].[CH2:8]([O:10][C:11]([O:13][CH:14]([O:16][C:17](=[O:33])[CH2:18][CH:19]([CH2:24][NH2:25])[CH2:20][CH:21]([CH3:22])[CH3:23])[CH3:15])=[O:12])[CH3:9] |f:3.4|. Run in C(Cl)Cl (CH2Cl2). Yields the product OC(=O)C(F)(F)F.C(C)OC(=O)OC(C)OC(CC(CC(C)C)CN)=O (3-Aminomethyl-5-methyl-hexanoic acid 1-ethyloxycarbonyloxy-ethyl ester TFA salt). Procedure details: Trifluoroacetic acid (6.5 mL) was added to a solution of compound 4 (0.407 g, 1.08 mmol) and CH2Cl2 (2.85 mL) in an ice water bath, and the solution was maintained in the ice water bath for 30 minutes. The solution was warmed to room temperature and stirred for another 4.5 hours. The reaction solution was then concentrated and dried to give 0.50 g of 3-Aminomethyl-5-methyl-hexanoic acid 1-ethyloxycarbonyloxy-ethyl ester TFA salt 5 (Yield: 99%). 1HNMR (CDCl3, 500 MHz) δ 0.87˜0.91 (m, 6H), 1.23˜1.... Yield: 99.0%. Starting materials: FC(C(=O)O)(F)F (Trifluoroacetic acid), C(C)OC(=O)OC(C)OC(CC(CC(C)C)CNC(=O)OC(C)(C)C)=O (3-(tert-butoxycarbonylamino-methyl)-5-methyl-hexanoic acid 1-ethyloxycarbonyloxy-ethyl ester), ice water. Run at time 4.5 hour. Reactants: O=C([O-])[O-], CN(CCCl)Cc1ccccc1, COc1ccc(C2Sc3cc(Cl)ccc3NC(=O)C2OC(C)=O)cc1, CC(C)=O, Cl, [K+], [K+]. Product: COc1ccc(C2Sc3cc(Cl)ccc3N(CCN(C)Cc3ccccc3)C(=O)C2OC(C)=O)cc1. Reaction SMILES: [C:39](=[O:40])([O-:41])[O-:42].[CH2:27]([c:28]1[cH:29][cH:30][cH:31][cH:32][cH:33]1)[N:34]([CH3:35])[CH2:36][CH2:37][Cl:38].[CH3:1][O:2][c:3]1[cH:4][cH:5][c:6]([CH:9]2[S:10][c:11]3[c:12]([cH:21][cH:22][c:23]([Cl:25])[cH:24]3)[NH:13][C:14](=[O:20])[CH:15]2[O:16][C:17]([CH3:18])=[O:19])[cH:7][cH:8]1.[CH3:45][C:46](=[O:47])[CH3:48].[ClH:26].[K+:43].[K+:44]>>[CH3:1][O:2][c:3]1[cH:4][cH:5][c:6]([CH:9]2[S:10][c:11]3[c:12]([cH:21][cH:22][c:23]([Cl:25])[cH:24]3)[N:13]([CH2:37][CH2:36][N:34]([CH2:27][c:28]3[cH:29][cH:30][cH:31][cH:32][cH:33]3)[CH3:35])[C:14](=[O:20])[CH:15]2[O:16][C:17]([CH3:18])=[O:19])[cH:7][cH:8]1. The reactants are [BH3-]C#N, CC(C)=O, CO, Cl, NCC1CCCc2cc(F)ccc21, [Na+]. Product: Cl, CC(C)NCC1CCCc2cc(F)ccc21. Reaction SMILES: [C:19]([BH3-:20])#[N:21].[CH3:15][C:16]([CH3:17])=[O:18].[CH3:23][OH:24].[ClH:1].[F:2][c:3]1[cH:4][c:5]2[c:10]([cH:11][cH:12]1)[CH:9]([CH2:13][NH2:14])[CH2:8][CH2:7][CH2:6]2.[Na+:22]>>[ClH:1].[F:2][c:3]1[cH:4][c:5]2[c:10]([cH:11][cH:12]1)[CH:9]([CH2:13][NH:14][CH:16]([CH3:15])[CH3:17])[CH2:8][CH2:7][CH2:6]2. Reactants: C(=O)=O (CO2), Cl (HCl), COC(=O)C1CCCC=2C=CC(=NC12)C(C)(C)C (methyl-2-t-butyl-5,6,7,8-tetrahydroquinoline-8-carboxylate). Solvent: CO (methanol). Product: C(C)(C)(C)C1=NC=2CCCCC2C=C1 (2-t-Butyl-5,6,7,8-tetrahydroquinoline). As a reaction SMILES: C(=O)=O.COC([CH:8]1[C:17]2[N:16]=[C:15]([C:18]([CH3:21])([CH3:20])[CH3:19])[CH:14]=[CH:13][C:12]=2[CH2:11][CH2:10][CH2:9]1)=O.Cl>CO>[C:18]([C:15]1[CH:14]=[CH:13][C:12]2[CH2:11][CH2:10][CH2:9][CH2:8][C:17]=2[N:16]=1)([CH3:21])([CH3:19])[CH3:20]. Reported procedure: was treated with phenyl lithium (0.1 m.) by the general method described in Example 1 to obtain 2-t-butyl[8-Lithio]-5,6,7,8-tetrahydroquinoline which was treated in situ with CO2 and the product converted to methyl-2-t-butyl-5,6,7,8-tetrahydroquinoline-8-carboxylate by refluxing in methanol saturated with dry HCl gas as described in our copending U.S. Ser. No. 460265.